This data is from the Open Reaction Database (ORD), a public repository of structured organic reaction records. The task is: describe an organic reaction: reactants, conditions, products, and yield The reactants are solution, [OH-].[Na+] (sodium hydroxide), C(C)(C)OC(CCl)=O (chloroacetic acid isopropyl ester). The solvent is C(C)(C)O (isopropanol), C(C)(C)O (isopropanol). The product is C(C)(C)OC(CC(=O)OC(C)C)=O (malonic acid diisopropyl ester). Isolated yield 92.0%. Reaction SMILES: [CH:1]([O:4][C:5](=[O:8])[CH2:6]Cl)([CH3:3])[CH3:2].[OH-:9].[Na+]>C(O)(C)C>[CH:1]([O:4][C:5](=[O:8])[CH2:6][C:5]([O:4][CH:1]([CH3:3])[CH3:2])=[O:9])([CH3:3])[CH3:2] |f:1.2|. Reported procedure: 20 g of Co2 (CO)8 in 2.5 liters of isopropanol and 546 g (4 moles) of chloroacetic acid isopropyl ester are placed in a pressure vessel of a capacity of 18 liters, as in Example 1. At 55° C., and a pressure of 5 bars of CO, a 2.93% solution of sodium hydroxide in isopropanol is pumped into the vessel over a period of 3 hours, maintaining a pH of 7.0. At a transformation of 82%, 615 g of malonic acid diisopropyl ester (92% yield) is obtained after the usual processing. 98 g of chloroacetic acid i...